From a dataset of the Open Reaction Database (ORD), a public repository of structured organic reaction records. describe an organic reaction: reactants, conditions, products, and yield The reactants are CC(=O)OC(C)=O, CNn1c2cnccc2c2ccc(Cl)cc21, O=C(O)C(F)(F)F, c1ccncc1. Product: CC(=O)N(C)n1c2cnccc2c2ccc(Cl)cc21, O=C(O)C(F)(F)F. Reaction SMILES: [CH3:24][C:25](=[O:26])[O:27][C:28](=[O:29])[CH3:30].[Cl:8][c:9]1[cH:10][cH:11][c:12]2[c:13]3[cH:14][cH:15][n:16][cH:17][c:18]3[n:19]([NH:22][CH3:23])[c:20]2[cH:21]1.[F:1][C:2]([C:3](=[O:4])[OH:5])([F:6])[F:7].[cH:31]1[cH:32][cH:33][n:34][cH:35][cH:36]1>>[Cl:8][c:9]1[cH:10][cH:11][c:12]2[c:13]3[cH:14][cH:15][n:16][cH:17][c:18]3[n:19]([N:22]([CH3:23])[C:25]([CH3:24])=[O:26])[c:20]2[cH:21]1.[F:1][C:2]([C:3](=[O:4])[OH:5])([F:6])[F:7]. Starting materials: C(CO)#N (glycolonitrile), N[C@@H](C)C(=O)O (alanine), N[C@@H](C)C(=O)O (alanine). The product is C(#N)CNC(C(=O)O)C (2-(cyanomethylamino)propionic acid). RXN SMILES: [C:1](#[N:4])[CH2:2]O.[NH2:5][C@H:6]([C:8]([OH:10])=[O:9])[CH3:7]>>[C:1]([CH2:2][NH:5][CH:6]([CH3:7])[C:8]([OH:10])=[O:9])#[N:4]. Procedure details: One suitable reaction scheme for the synthesis of an intermediate starting with alanine is shown in Scheme I. In step(a) alanine is contacted with glycolonitrile to form 2-(cyanomethylamino)propionic acid (I). The molar ratio of alanine to glycolonitrile is generally about 1:1 with a slight excess of glycolonitrile preferred. ##STR2## Starting materials: Cl.C=C1CCNCC1 (4-methylene-piperidine hydrochloride), COC1=C(C(=O)Cl)C=CC(=C1)OC (2,4-dimethoxybenzoyl chloride), TEA. Run in ClCCl (dichloromethane). Reaction conditions: time 16 hour. Yields the product COC1=C(C=CC(=C1)OC)C(=O)N1CCC(CC1)=C ((2,4-dimethoxy-phenyl)-(4-methylene-piperidin-1-yl)-methanone). Reaction SMILES: Cl.[CH2:2]=[C:3]1[CH2:8][CH2:7][NH:6][CH2:5][CH2:4]1.[CH3:9][O:10][C:11]1[CH:19]=[C:18]([O:20][CH3:21])[CH:17]=[CH:16][C:12]=1[C:13](Cl)=[O:14]>ClCCl>[CH3:9][O:10][C:11]1[CH:19]=[C:18]([O:20][CH3:21])[CH:17]=[CH:16][C:12]=1[C:13]([N:6]1[CH2:7][CH2:8][C:3](=[CH2:2])[CH2:4][CH2:5]1)=[O:14] |f:0.1|. Procedure: To a stirring solution of 4-methylene-piperidine hydrochloride (1.00 g, 8.12 mmol, JOC 66,2487-2492,2001) in 10 mL anhydrous dichloromethane at room temperature is added 2,4-dimethoxybenzoyl chloride (1.63 g, 8.12 mmol) and TEA (4 g, 40 mmol). The reaction mixture is allowed to stir for 16 hours. Dichloromethane is removed in vacuo, and the resultant residue is purified through silica gel chromatography (95% DCM, 5% MeOH) to give (2,4-dimethoxy-phenyl)-(4-methylene-piperidin-1-yl)-methanone. Yie... Starting materials: NC(COC1=C(C=C(C#N)C=C1)F)(C)C (4-(2-amino-2-methylpropoxy)-3-fluorobenzonitrile), CN(C(COC1=C(C=C(C#N)C=C1)F)(C)C)C (4-(2-dimethylamino-2-methylpropoxy)-3-fluorobenzonitrile). Product: CN(C(COC1=C(C=C(C=O)C=C1)F)(C)C)C (4-(2-Dimethylamino-2-methylpropoxy)-3-fluorobenzaldehyde). Reaction SMILES: NC(C)(C)C[O:4]C1C=CC(C#N)=CC=1F.[CH3:16][N:17]([CH3:32])[C:18]([CH3:31])([CH3:30])[CH2:19][O:20][C:21]1[CH:28]=[CH:27][C:24]([C:25]#N)=[CH:23][C:22]=1[F:29]>>[CH3:16][N:17]([CH3:32])[C:18]([CH3:31])([CH3:30])[CH2:19][O:20][C:21]1[CH:28]=[CH:27][C:24]([CH:25]=[O:4])=[CH:23][C:22]=1[F:29]. Reported procedure: Synthesized from 4-(2-amino-2-methylpropoxy)-3-fluorobenzonitrile according to an analogous synthetic method to Preparation Example 18, 4-(2-dimethylamino-2-methylpropoxy)-3-fluorobenzonitrile (1.4 g) was used according to an analogous synthetic method to Preparation Example 16 to provide the title compound (965 mg). Reactants: C#CCC1Nc2ncccc2NC1=O, CCOC(C)=O, Cc1ccc(S(=O)(=O)Cl)cc1, c1ccncc1. Product: C#CCC1C(=O)Nc2cccnc2N1S(=O)(=O)c1ccc(C)cc1. As a reaction SMILES: [CH2:1]([C:2]#[CH:3])[CH:4]1[NH:5][c:6]2[c:7]([cH:11][cH:12][cH:13][n:14]2)[NH:8][C:9]1=[O:10].[CH3:26][CH2:27][O:28][C:29]([CH3:30])=[O:31].[c:15]1([CH3:25])[cH:16][cH:17][c:18]([S:21](=[O:22])(=[O:23])[Cl:24])[cH:19][cH:20]1.[cH:32]1[cH:33][cH:34][n:35][cH:36][cH:37]1>>[CH2:1]([C:2]#[CH:3])[CH:4]1[N:5]([S:21]([c:18]2[cH:17][cH:16][c:15]([CH3:25])[cH:20][cH:19]2)(=[O:22])=[O:23])[c:6]2[c:7]([cH:11][cH:12][cH:13][n:14]2)[NH:8][C:9]1=[O:10]. The reactants are CN(C=C(C(=O)OC)N=CN(C)C)C (methyl 3-(dimethylamino)-2-((dimethylamino)methyleneamino)acrylate), C(C)N1C=C(C=C1)C (1-Ethyl-3-methyl-1H-pyrrole). The solvent is C(C)(=O)O (acetic acid), C(=O)(C(F)(F)F)O (TFA). Run at time 4 hour. Product: C(C)N1C=C(C=2C=NC(=CC21)C(=O)OC)C (methyl 1-ethyl-3-methyl-1H-pyrrolo[3,2-c]pyridine-6-carboxylate). The yield is 45.8%. RXN SMILES: CN(C)[CH:3]=[C:4]([N:9]=[CH:10]N(C)C)[C:5]([O:7][CH3:8])=[O:6].[CH2:15]([N:17]1[CH:21]=[CH:20][C:19]([CH3:22])=[CH:18]1)[CH3:16]>C(O)(=O)C.C(O)(C(F)(F)F)=O>[CH2:15]([N:17]1[C:21]2[CH:3]=[C:4]([C:5]([O:7][CH3:8])=[O:6])[N:9]=[CH:10][C:20]=2[C:19]([CH3:22])=[CH:18]1)[CH3:16]. Procedure details: In a 500 ml round bottom flask, methyl 3-(dimethylamino)-2-((dimethylamino)methyleneamino)acrylate (1A, 12 g, 61 mmol) was dissolved in acetic acid (45 ml) and TFA (15 ml). 1-Ethyl-3-methyl-1H-pyrrole (6.7 g, 61 mmol) was added and the mixture was stirred at room temperature for an hour and then at 110° C. for 4 hours. Volatiles were then evaporated from the reaction mixture, the residue was cooled in an ice bath and ice cold saturated K2CO3 solution (˜200 ml) was slowly added to it. The mixture... Reactants: CCOC(C)=O, C1CCOC1, CSC1CC(=O)N1C(O)C(=O)OCc1ccc([N+](=O)[O-])cc1, O=S(Cl)Cl, Cc1cccc(C)n1. Yields the product CSC1CC(=O)N1C(Cl)C(=O)OCc1ccc([N+](=O)[O-])cc1. As a reaction SMILES: [CH3:40][CH2:41][O:42][C:43](=[O:44])[CH3:45].[O:35]1[CH2:36][CH2:37][CH2:38][CH2:39]1.[OH:13][CH:14]([C:15](=[O:16])[O:17][CH2:18][c:19]1[cH:20][cH:21][c:22]([N+:25](=[O:26])[O-:27])[cH:23][cH:24]1)[N:28]1[C:29](=[O:34])[CH2:30][CH:31]1[S:32][CH3:33].[S:9]([Cl:10])([Cl:11])=[O:12].[n:1]1[c:2]([CH3:3])[cH:4][cH:5][cH:6][c:7]1[CH3:8]>>[Cl:11][CH:14]([C:15](=[O:16])[O:17][CH2:18][c:19]1[cH:20][cH:21][c:22]([N+:25](=[O:26])[O-:27])[cH:23][cH:24]1)[N:28]1[C:29](=[O:34])[CH2:30][CH:31]1[S:32][CH3:33].